Dataset: the Open Reaction Database (ORD), a public repository of structured organic reaction records. Task: describe an organic reaction: reactants, conditions, products, and yield As a reaction SMILES: Cl[C:2]([O:4][CH2:5][CH3:6])=[O:3].[Cl:7][C:8]1[CH:13]=[CH:12][C:11]([C:14]2[CH2:15][N:16](CC3C=CC=CC=3)[CH2:17][CH2:18][CH:19]=2)=[CH:10][C:9]=1[C:27]([F:30])([F:29])[F:28]>>[Cl:7][C:8]1[CH:13]=[CH:12][C:11]([C:14]2[CH2:15][N:16]([C:2]([O:4][CH2:5][CH3:6])=[O:3])[CH2:17][CH2:18][CH:19]=2)=[CH:10][C:9]=1[C:27]([F:30])([F:28])[F:29]. Reactants: ClC(=O)OCC (ethyl chloroformate), ClC1=C(C=C(C=C1)C=1CN(CCC1)CC1=CC=CC=C1)C(F)(F)F (3-(4-chloro-3-trifluoromethylphenyl)-1-benzyl-1,2,5,6-tetrahydropyridine). The product is ClC1=C(C=C(C=C1)C=1CN(CCC1)C(=O)OCC)C(F)(F)F (ethyl 3-(4-chloro-3-trifluoromethyl-phenyl)-1,2,5,6-tetrahydropyridine-1-carboxylate). Conditions: time 5 hour. Procedure: 2.5 ml of distilled ethyl chloroformate were added to a mixture of 5 g of 3-(4-chloro-3-trifluoromethylphenyl)-1-benzyl-1,2,5,6-tetrahydropyridine and 55 ml of anhydrous, distilled benzene and the mixture was refluxed with stirring under an inert atmosphere for 5 hours. The mixture was evaporated to dryness to obtain 5 g of ethyl 3-(4-chloro-3-trifluoromethyl-phenyl)-1,2,5,6-tetrahydropyridine-1-carboxylate. Reactants: NC1=NC(=NC=C1C(=O)C1=C(C=CC(=C1)F)OC)NC1CCN(CC1)S(=O)(=O)CCCCl ([4-Amino-2-[1-(3-chloro-propane-1-sulfonyl)-piperidin-4-ylamino]-pyrimidin-5-yl]-(5-fluoro-2-methoxy-phenyl)-methanone), N[C@H](CO)C ((S)-2-amino-1-propanol). Product: NC1=NC(=NC=C1C(=O)C1=C(C=CC(=C1)F)OC)NC1CCN(CC1)S(=O)(=O)CCCN[C@H](CO)C ((4-Amino-2-[1-[3-((S)-2-hydroxy-1-methyl-ethylamino)-propane-1-sulfonyl]-piperidin-4-ylamino]-pyrimidin-5-yl)-(5-fluoro-2-methoxy-phenyl)-methanone). RXN SMILES: [NH2:1][C:2]1[C:7]([C:8]([C:10]2[CH:15]=[C:14]([F:16])[CH:13]=[CH:12][C:11]=2[O:17][CH3:18])=[O:9])=[CH:6][N:5]=[C:4]([NH:19][CH:20]2[CH2:25][CH2:24][N:23]([S:26]([CH2:29][CH2:30][CH2:31]Cl)(=[O:28])=[O:27])[CH2:22][CH2:21]2)[N:3]=1.[NH2:33][C@@H:34]([CH3:37])[CH2:35][OH:36]>>[NH2:1][C:2]1[C:7]([C:8]([C:10]2[CH:15]=[C:14]([F:16])[CH:13]=[CH:12][C:11]=2[O:17][CH3:18])=[O:9])=[CH:6][N:5]=[C:4]([NH:19][CH:20]2[CH2:25][CH2:24][N:23]([S:26]([CH2:29][CH2:30][CH2:31][NH:33][C@@H:34]([CH3:37])[CH2:35][OH:36])(=[O:28])=[O:27])[CH2:22][CH2:21]2)[N:3]=1. Procedure details: The compound was prepared from [4-amino-2-[1-(3-chloro-propane-1-sulfonyl)-piperidin-4-ylamino]-pyrimidin-5-yl]-(5-fluoro-2-methoxy-phenyl)-methanone (Example 242) and (S)-2-amino-1-propanol (Aldrich) in an analogous manner as described in Example 227. HR-MS (ES, m/z) calculated for C23H34N6O5SF [(M+H)+] 525.2290, observed 525.2294. Starting materials: ClC1=C2C(=NC=C1)N(C(=C2)C=2C=NC=CC2)COCC[Si](C)(C)C (4-chloro-2-(pyridin-3-yl)-1-((2-(trimethylsilyl)ethoxy)methyl)-1H-pyrrolo[2,3-b]pyridine), FC1=C(C=CC(=C1)[N+](=O)[O-])O (2-fluoro-4-nitrophenol), CCN(C(C)C)C(C)C (DIPEA). Solvent: CN1CCCC1=O (NMP), CCOC(=O)C (EtOAc). Run at temperature 185 celsius. Yields the product FC=1C=C(C=CC1OC1=C2C(=NC=C1)N(C(=C2)C=2C=NC=CC2)COCC[Si](C)(C)C)N (3-Fluoro-4-(2-(pyridin-3-yl)-1-((2-(trimethylsilyl)ethoxy)methyl)-1H-pyrrolo[2,3-b]pyridin-4-yloxy)benzenamine). Isolated yield 7.4%. RXN SMILES: Cl[C:2]1[CH:7]=[CH:6][N:5]=[C:4]2[N:8]([CH2:17][O:18][CH2:19][CH2:20][Si:21]([CH3:24])([CH3:23])[CH3:22])[C:9]([C:11]3[CH:12]=[N:13][CH:14]=[CH:15][CH:16]=3)=[CH:10][C:3]=12.[F:25][C:26]1[CH:31]=[C:30]([N+:32]([O-])=O)[CH:29]=[CH:28][C:27]=1[OH:35].CCN(C(C)C)C(C)C>CN1C(=O)CCC1.CCOC(C)=O>[F:25][C:26]1[CH:31]=[C:30]([NH2:32])[CH:29]=[CH:28][C:27]=1[O:35][C:2]1[CH:7]=[CH:6][N:5]=[C:4]2[N:8]([CH2:17][O:18][CH2:19][CH2:20][Si:21]([CH3:24])([CH3:23])[CH3:22])[C:9]([C:11]3[CH:12]=[N:13][CH:14]=[CH:15][CH:16]=3)=[CH:10][C:3]=12. Procedure: A mixture of 4-chloro-2-(pyridin-3-yl)-1-((2-(trimethylsilyl)ethoxy)methyl)-1H-pyrrolo[2,3-b]pyridine (3.2 g, 8.9 mmol), 2-fluoro-4-nitrophenol (2.79 g, 17.8 mmol), and DIPEA (3.5 mL, 20 mmol) in NMP (15 mL) was heated in a sealed tube at 185° C. for 3 days. The mixture was diluted with EtOAc and filtered through a short pad of Celite® (EtOAc). The filtrate was washed with 5% aq. Na2CO3 solution and dried over MgSO4. The title compound was purified by flash column chromatography (silica gel, 100... Reactants: CCC=CCCO, Clc1nsnc1-c1cccnc1, [H-], [Na+], C1CCOC1, O. Product: CCC=CCCOc1nsnc1-c1cccnc1. Reaction SMILES: [CH2:1]([CH2:2][CH:3]=[CH:4][CH2:5][CH3:6])[OH:7].[Cl:10][c:11]1[n:12][s:13][n:14][c:15]1-[c:16]1[cH:17][n:18][cH:19][cH:20][cH:21]1.[H-:8].[Na+:9].[O:23]1[CH2:24][CH2:25][CH2:26][CH2:27]1.[OH2:22]>>[CH2:1]([CH2:2][CH:3]=[CH:4][CH2:5][CH3:6])[O:7][c:11]1[n:12][s:13][n:14][c:15]1-[c:16]1[cH:17][n:18][cH:19][cH:20][cH:21]1. Reactants: C(CCCCCCC)OC1=C(C(=O)O)C=CC=C1 (octyloxybenzoic acid), S(=O)(Cl)Cl (thionyl chloride). Product: C(CCCCCCC)OC1=C(C(=O)Cl)C=CC=C1 (octyloxybenzoic acid chloride). Reaction SMILES: [CH2:1]([O:9][C:10]1[CH:18]=[CH:17][CH:16]=[CH:15][C:11]=1[C:12](O)=[O:13])[CH2:2][CH2:3][CH2:4][CH2:5][CH2:6][CH2:7][CH3:8].S(Cl)([Cl:21])=O>>[CH2:1]([O:9][C:10]1[CH:18]=[CH:17][CH:16]=[CH:15][C:11]=1[C:12]([Cl:21])=[O:13])[CH2:2][CH2:3][CH2:4][CH2:5][CH2:6][CH2:7][CH3:8]. Procedure details: First, octyloxybenzoic acid was heated in thionyl chloride under reflux until complete dissolution. Excess thionyl chloride was removed by vacuum distillation. Thus there was obtained octyloxybenzoic acid chloride. The reactants are OC1=C(C=CC(=C1)O)CC(=O)O (2,4-dihydroxyphenylacetic acid), C1CCC(CC1)N=C=NC2CCCCC2 (DCC). Run at time 1 hour. Yields the product C1(CCCCC1)NC(NC1CCCCC1)=O (dicyclohexyl urea). Solvent: C(C)(=O)OCC (ethyl acetate), CCCCCC (hexane). RXN SMILES: [OH:1]C1C=C(O)C=CC=1CC(O)=O.[CH2:13]1[CH2:18][CH2:17][CH:16]([N:19]=[C:20]=[N:21][CH:22]2[CH2:27][CH2:26][CH2:25][CH2:24][CH2:23]2)[CH2:15][CH2:14]1>C(OCC)(=O)C.CCCCCC>[CH:22]1([NH:21][C:20](=[O:1])[NH:19][CH:16]2[CH2:15][CH2:14][CH2:13][CH2:18][CH2:17]2)[CH2:27][CH2:26][CH2:25][CH2:24][CH2:23]1. Reported procedure: 1.5 g of 2,4-dihydroxyphenylacetic acid (1.8 mole) was dissolved in 20 mL of 50:50 v/v ethyl acetate and hexane. Then 1.5 mL of DCC (˜1.4 mmole) was added and the reaction continued for 1 hr at room temperature under argon that was bubbled into the solution. A white precipitate of dicyclohexyl urea formed during the reaction. After 3 hr. the urea precipitate was removed and 1.8 mL (5.6 mmol) of oleylamine (C18-content 80-90%; Fisher), was initially dissolved in 10 mL of hexane in the presence of...